Dataset: the Open Reaction Database (ORD), a public repository of structured organic reaction records. Task: describe an organic reaction: reactants, conditions, products, and yield Starting materials: [BH4-], CCCCCCN1c2ccc(OC)cc2Sc2c1ccc(OC)c2COCOCCOC, [Li]CCCC, CCOCC, CCCCCCN1c2ccc(OC)c(C=O)c2Sc2c1ccc(OC)c2COCOCCOC, O=CN1CCCCC1, [Li+], C1CCOC1, C1CCOC1. The product is CCCCCCN1c2ccc(OC)c(CO)c2Sc2c1ccc(OC)c2COCOCCOC. As a reaction SMILES: [BH4-:80].[CH2:1]([N:2]1[c:3]2[cH:4][cH:5][c:6]([O:7][CH3:8])[c:9]([CH2:10][O:11][CH2:12][O:13][CH2:14][CH2:15][O:16][CH3:17])[c:18]2[S:19][c:20]2[c:21]1[cH:22][cH:23][c:24]([O:25][CH3:26])[cH:27]2)[CH2:28][CH2:29][CH2:30][CH2:31][CH3:32].[CH2:33]([Li:34])[CH2:35][CH2:36][CH3:37].[CH2:87]([O:88][CH2:89][CH3:90])[CH3:91].[CH3:46][O:47][c:48]1[cH:49][cH:50][c:51]2[c:60]([c:61]1[CH:62]=[O:63])[S:59][c:58]1[c:53]([cH:54][cH:55][c:56]([O:72][CH3:73])[c:57]1[CH2:64][O:65][CH2:66][O:67][CH2:68][CH2:69][O:70][CH3:71])[N:52]2[CH2:74][CH2:75][CH2:76][CH2:77][CH2:78][CH3:79].[CH:38]([N:39]1[CH2:40][CH2:41][CH2:42][CH2:43][CH2:44]1)=[O:45].[Li+:81].[O:82]1[CH2:83][CH2:84][CH2:85][CH2:86]1.[O:92]1[CH2:93][CH2:94][CH2:95][CH2:96]1>>[CH3:46][O:47][c:48]1[cH:49][cH:50][c:51]2[c:60]([c:61]1[CH2:62][OH:63])[S:59][c:58]1[c:53]([cH:54][cH:55][c:56]([O:72][CH3:73])[c:57]1[CH2:64][O:65][CH2:66][O:67][CH2:68][CH2:69][O:70][CH3:71])[N:52]2[CH2:74][CH2:75][CH2:76][CH2:77][CH2:78][CH3:79]. Starting materials: CN(/C=C/C(=O)C1=NN(C=CC1=O)C1=CC(=CC=C1)OC(F)(F)F)C (3-((E)-3-Dimethylamino-acryloyl)-1-(3-trifluoromethoxy-phenyl)-1H-pyridazin-4-one), FC=1C=C2C(=CC=NC2=CC1)NN ((6-fluoro-quinolin-4-yl)-hydrazine). Yields the product FC=1C=C2C(=CC=NC2=CC1)N1N=CC=C1C1=NN(C=CC1=O)C1=CC(=CC=C1)OC(F)(F)F (3-[2-(6-Fluoro-quinolin-4-yl)-2H-pyrazol-3-yl]-1-(3-trifluoromethoxy-phenyl)-1H-pyridazin-4-one). As a reaction SMILES: C[N:2](C)/[CH:3]=[CH:4]/[C:5]([C:7]1[C:12](=[O:13])[CH:11]=[CH:10][N:9]([C:14]2[CH:19]=[CH:18][CH:17]=[C:16]([O:20][C:21]([F:24])([F:23])[F:22])[CH:15]=2)[N:8]=1)=O.[F:26][C:27]1[CH:28]=[C:29]2[C:34](=[CH:35][CH:36]=1)[N:33]=[CH:32][CH:31]=[C:30]2[NH:37]N>>[F:26][C:27]1[CH:28]=[C:29]2[C:34](=[CH:35][CH:36]=1)[N:33]=[CH:32][CH:31]=[C:30]2[N:37]1[C:5]([C:7]2[C:12](=[O:13])[CH:11]=[CH:10][N:9]([C:14]3[CH:19]=[CH:18][CH:17]=[C:16]([O:20][C:21]([F:24])([F:23])[F:22])[CH:15]=3)[N:8]=2)=[CH:4][CH:3]=[N:2]1. Reported procedure: The product was obtained starting from 3-((E)-3-Dimethylamino-acryloyl)-1-(3-trifluoromethoxy-phenyl)-1H-pyridazin-4-one (A-6) and (6-fluoro-quinolin-4-yl)-hydrazine according to the method described for example 91. MS: M=468.2 (M+H)+ The reactants are O (water), C(C)(=O)OC(C)=O (Acetic anhydride), [N+](=O)([O-])C=1C=C(CCO)C=CC1 (3-Nitrophenethyl alcohol). The solvent is hexanes, C(C)(=O)OCC (ethyl acetate), N1=CC=CC=C1 (pyridine), C(C)(=O)OCC (ethyl acetate). Product: [N+](=O)([O-])C=1C=C(C=CC1)CCOC(C)=O (acetic acid 2-(3-nitro-phenyl)-ethyl ester). RXN SMILES: [N+:1]([C:4]1[CH:5]=[C:6]([CH:10]=[CH:11][CH:12]=1)[CH2:7][CH2:8][OH:9])([O-:3])=[O:2].[C:13](OC(=O)C)(=[O:15])[CH3:14].O>N1C=CC=CC=1.C(OCC)(=O)C>[N+:1]([C:4]1[CH:5]=[C:6]([CH2:7][CH2:8][O:9][C:13](=[O:15])[CH3:14])[CH:10]=[CH:11][CH:12]=1)([O-:3])=[O:2]. Reported procedure: 3-Nitrophenethyl alcohol (55 g, 0.33 mol) (Aldrich) was dissolved in pyridine (1.2 L) (Aldrich). Acetic anhydride (215 mL, 2.14 mol) (Aldrich) was added slowly, and the mixture was stirred overnight at room temperature (TLC: 30% ethyl acetate in hexanes showed complete conversion). Ice and water (200 mL) were poured into the reaction mixture. The mixture was diluted with ethyl acetate, then successively washed with aqueous 1N hydrochloric acid (pH=˜1), water, and brine. The organic layer was dri... Starting materials: FC1=C(C=C(C(=C1)Cl)OC1CCCC1)NC(OCC1=CC=CC=C1)=O (Benzyl N-(2-fluoro-4-chloro-5-cyclopentyloxyphenyl)carbamate), [H][H] (hydrogen), [H][H] (hydrogen). The reagents and catalysts are [Pd] (Pd/C). Solvent: C1(=CC=CC=C1)C (toluene). Product: FC1=C(N)C=C(C(=C1)Cl)OC1CCCC1 (2-fluoro-4-chloro-5-cyclopentyloxyaniline). The yield is 99.6%. As a reaction SMILES: [F:1][C:2]1[CH:7]=[C:6]([Cl:8])[C:5]([O:9][CH:10]2[CH2:14][CH2:13][CH2:12][CH2:11]2)=[CH:4][C:3]=1[NH:15]C(=O)OCC1C=CC=CC=1.[H][H]>[Pd].C1(C)C=CC=CC=1>[F:1][C:2]1[CH:7]=[C:6]([Cl:8])[C:5]([O:9][CH:10]2[CH2:14][CH2:13][CH2:12][CH2:11]2)=[CH:4][C:3]=1[NH2:15]. Procedure details: Benzyl N-(2-fluoro-4-chloro-5-cyclopentyloxyphenyl)carbamate (2.00 g, 5.51 mmol) synthesized as described above, 5% Pd/C (100 mg) as a catalyst, and toluene (15 ml) as a solvent were charged into a 50 cc round-bottom flask, and the inside of the flask was replaced sufficiently with a hydrogen gas. Then, in a hydrogen gas atmosphere, the mixture was thoroughly stirred for 3 hours at 50° C. After completion of the reaction, the catalyst was separated by filtration, the resulting filtrate was dried... The reactants are C1=NC2=C(C(=N1)N)N=CN2[C@H]3[C@@H]([C@@H]([C@H](O3)COP(=O)(O)O)O)O (adenylate), polypeptides, N1=CNC2=NC=NC2=C1N ([3H]adenine). Run at time 2 hour. The product is C=1N=C(C2=C(N1)N(C=N2)[C@H]3[C@@H]([C@H]4[C@H](O3)COP(=O)(O4)O)O)N (Cyclic AMP). RXN SMILES: [CH:1]1[N:6]=[C:5]([NH2:7])[C:4]2[N:8]=[CH:9][N:10]([C@@H:11]3[O:15][C@H:14]([CH2:16][O:17][P:18]([OH:21])([OH:20])=[O:19])[C@@H:13](O)[C@H:12]3[OH:23])[C:3]=2[N:2]=1.N1C(N)=C2C(=NC=N2)NC=1>>[CH:1]1[N:6]=[C:5]([NH2:7])[C:4]2[N:8]=[CH:9][N:10]([C@@H:11]3[O:15][C@@H:14]4[CH2:16][O:17][P:18]([OH:20])([O:21][C@H:13]4[C@H:12]3[OH:23])=[O:19])[C:3]=2[N:2]=1. Procedure details: The adenylate cyclase activity induced by each of the tested polypeptides of the invention was also measured in SaOS-2/B 10 cells as described previously (Rodain et al., J. Clin. Invest. (1983) 72,1511; Goldman, et al., Endocrinology (1988) 123, 1468). Conflúnt SaOS-2/B10 cells in 24 wells plates were incubated with 0.5 μCi [3H]adenine (26.9 Ci/mmol, New England Nuclear, Boston, Mass. in fresh medium at 37° C. for 2 hrs. and washed twice with Hank's solution. The cells were treated with 1 mM IBM... The reactants are N (NH3), C1(=CC=CC=C1)C=1N=C(OC1C1=CC=CC=C1)C=1[C@@H](CCCC1)CC=1C=C(C(=O)O)C=CC1 ((S)-3-{[2-(4,5-diphenyloxazol-2-yl)-2-cyclohexen-1-yl]methyl}benzoic acid), O1CCCC1 (tetrahydrofuran), ClC(=O)OCC(C)C (isobutyl chloroformate). Run in C(C)N(CC)CC (triethylamine). Run at time 30 minute. The product is C1(=CC=CC=C1)C=1N=C(OC1C1=CC=CC=C1)C1[C@@H](CCCC1)CC=1C=C(C(=O)N)C=CC1 (3-{[(1S)-2-(4,5-diphenyloxazol-2-yl)-1-cyclohexyl]methyl}benzamide). Reaction SMILES: [C:1]1([C:7]2[N:8]=[C:9]([C:18]3[C@H:19]([CH2:24][C:25]4[CH:26]=[C:27]([CH:31]=[CH:32][CH:33]=4)[C:28]([OH:30])=O)[CH2:20][CH2:21][CH2:22][CH:23]=3)[O:10][C:11]=2[C:12]2[CH:17]=[CH:16][CH:15]=[CH:14][CH:13]=2)[CH:6]=[CH:5][CH:4]=[CH:3][CH:2]=1.O1CCCC1.ClC(OCC(C)C)=O.[NH3:47]>C(N(CC)CC)C>[C:1]1([C:7]2[N:8]=[C:9]([CH:18]3[CH2:23][CH2:22][CH2:21][CH2:20][C@H:19]3[CH2:24][C:25]3[CH:26]=[C:27]([CH:31]=[CH:32][CH:33]=3)[C:28]([NH2:47])=[O:30])[O:10][C:11]=2[C:12]2[CH:13]=[CH:14][CH:15]=[CH:16][CH:17]=2)[CH:6]=[CH:5][CH:4]=[CH:3][CH:2]=1. Procedure details: To a solution of (S)-3-{[2-(4,5-diphenyloxazol-2-yl)-2-cyclohexen-1-yl]methyl}benzoic acid (0.2 g) in a tetrahydrofuran (10 ml) were added isobutyl chloroformate (0.15 ml.) and triethylamine (0.2 ml) at 0° C. under N2. After being stirred for 30 minutes, NH3 (5 ml, 4M solution in methanol) was added to the mixture. After being stirred for 30 minutes, the solvent was removed in vacuo. The residue was partitioned between ethyl acetate and 1N-NaOH and the organic layer was washed with brine. The dr...